Dataset: the Open Reaction Database (ORD), a public repository of structured organic reaction records. Task: describe an organic reaction: reactants, conditions, products, and yield The reactants are C=[PH3] (methylenephosphorane), C(=CCCCC)OC1=CC=C(C=O)C=C1 (4-(1-hexenyloxy)benzaldehyde), solution, C(CCC)[Li] (n-butyllithium), CCCCCC (hexane). The reagents and catalysts are [Br-].C[P+](C1=CC=CC=C1)(C1=CC=CC=C1)C1=CC=CC=C1 (methyltriphenylphosphonium bromide). Run in C(C)OCC (diethyl ether), C(C)OCC (diethyl ether). Reaction conditions: time 5 hour. Yields the product C(=CCCCC)OC1=CC=C(C=C)C=C1 (4-(1-hexenyloxy)styrene). RXN SMILES: [CH2:1]([Li])CCC.CCCCCC.C=[PH3].[CH:14]([O:20][C:21]1[CH:28]=[CH:27][C:24]([CH:25]=O)=[CH:23][CH:22]=1)=[CH:15][CH2:16][CH2:17][CH2:18][CH3:19]>[Br-].C[P+](C1C=CC=CC=1)(C1C=CC=CC=1)C1C=CC=CC=1.C(OCC)C>[CH:14]([O:20][C:21]1[CH:28]=[CH:27][C:24]([CH:25]=[CH2:1])=[CH:23][CH:22]=1)=[CH:15][CH2:16][CH2:17][CH2:18][CH3:19] |f:4.5|. Procedure details: To a 200 ml three-necked flask in a nitrogen atmosphere, anhydrous diethyl ether (150 ml), methyltriphenylphosphonium bromide (7.5 g, 21 mmol) and a 1.6N solution of n-butyllithium in hexane (13.1 ml, 21 mmol of n-butyllithium) were charged and stirred at room temperature for 5 hours to prepare methylenephosphorane. To the reaction mixture, a solution of 4-(1-hexenyloxy)benzaldehyde (4.08 g, 20 mmol) in anhydrous diethyl ether (20 ml) was dropwise added over 3 minutes. After heating the reaction... Starting materials: C(C)(C)(C)ON=C1C=C(OC2=CC(=CC=C12)Br)C=1N=CC2=CC=CC=C2C1 (7-bromo-2-isoquinolin-3-yl-chromen-4-one O-tert-butyl oxime), [F-].[Cs+] (cesium fluoride), C(=C\C1=CC=CC=C1)/B(O)O (trans-styryl boronic acid). Reagents/catalysts: C=1C=CC(=CC1)[P](C=2C=CC=CC2)(C=3C=CC=CC3)[Pd]([P](C=4C=CC=CC4)(C=5C=CC=CC5)C=6C=CC=CC6)([P](C=7C=CC=CC7)(C=8C=CC=CC8)C=9C=CC=CC9)[P](C=1C=CC=CC1)(C=1C=CC=CC1)C=1C=CC=CC1 (tetrakis(triphenylphosphine)palladium). Run in COCCOC (1,2-dimethoxyethane), CO (methanol), ClCCl (dichloromethane). Conditions: temperature 150 celsius. The product is C(C)(C)(C)ON=C1C=C(OC2=CC(=CC=C12)\C=C\C1=CC=CC=C1)C=1N=CC2=CC=CC=C2C1 (2-Isoquinolin-3-yl-7-((E)-styryl)-chromen-4-one O-tert-butyl oxime). Yield: 76.2%. As a reaction SMILES: [C:1]([O:5][N:6]=[C:7]1[C:16]2[C:11](=[CH:12][C:13](Br)=[CH:14][CH:15]=2)[O:10][C:9]([C:18]2[N:19]=[CH:20][C:21]3[C:26]([CH:27]=2)=[CH:25][CH:24]=[CH:23][CH:22]=3)=[CH:8]1)([CH3:4])([CH3:3])[CH3:2].[F-].[Cs+].[CH:30](/B(O)O)=[CH:31]\[C:32]1[CH:37]=[CH:36][CH:35]=[CH:34][CH:33]=1>COCCOC.CO.ClCCl.C1C=CC([P]([Pd]([P](C2C=CC=CC=2)(C2C=CC=CC=2)C2C=CC=CC=2)([P](C2C=CC=CC=2)(C2C=CC=CC=2)C2C=CC=CC=2)[P](C2C=CC=CC=2)(C2C=CC=CC=2)C2C=CC=CC=2)(C2C=CC=CC=2)C2C=CC=CC=2)=CC=1>[C:1]([O:5][N:6]=[C:7]1[C:16]2[C:11](=[CH:12][C:13](/[CH:30]=[CH:31]/[C:32]3[CH:37]=[CH:36][CH:35]=[CH:34][CH:33]=3)=[CH:14][CH:15]=2)[O:10][C:9]([C:18]2[N:19]=[CH:20][C:21]3[C:26]([CH:27]=2)=[CH:25][CH:24]=[CH:23][CH:22]=3)=[CH:8]1)([CH3:4])([CH3:3])[CH3:2] |f:1.2,^1:55,57,76,95|. Reported procedure: In a microwave vial, a solution of 7-bromo-2-isoquinolin-3-yl-chromen-4-one O-tert-butyl oxime (200 mg, 0.47 mmol), cesium fluoride (213 mg, 1.41 mmol) and trans-styryl boronic acid (160 mg, 1.07 mmol) in 1,2-dimethoxyethane (3.2 ml) and methanol (1.6 ml) was degassed with argon for 20 min and then tetrakis(triphenylphosphine)palladium (30 mg, 0.026 mmol) was added. The vial was sealed and the mixture was heated under microwave irradiation to 150° C. for 5 min. After cooling, the solution was di...